This data is from the Open Reaction Database (ORD), a public repository of structured organic reaction records. The task is: describe an organic reaction: reactants, conditions, products, and yield Starting materials: O=C(Cl)CCCCCBr, Cl, CC(C)(C)OC(=O)N1CCc2cc(N3CCCCCC3=O)ccc21, C1COCCO1. Yields the product O=C1CCCCCN1c1ccc2c(c1)CCN2. As a reaction SMILES: [Br:25][CH2:26][CH2:27][CH2:28][CH2:29][CH2:30][C:31]([Cl:32])=[O:33].[ClH:34].[O:1]=[C:2]1[N:3]([c:9]2[cH:10][c:11]3[c:15]([cH:16][cH:17]2)[N:14]([C:18]([O:19][C:20]([CH3:21])([CH3:22])[CH3:23])=[O:24])[CH2:13][CH2:12]3)[CH2:4][CH2:5][CH2:6][CH2:7][CH2:8]1.[O:35]1[CH2:36][CH2:37][O:38][CH2:39][CH2:40]1>>[O:1]=[C:2]1[N:3]([c:9]2[cH:10][c:11]3[c:15]([cH:16][cH:17]2)[NH:14][CH2:13][CH2:12]3)[CH2:4][CH2:5][CH2:6][CH2:7][CH2:8]1. Reactants: OC1CN(CCC1C1=CC=C(C=C1)O)C(=O)OCC1=CC=CC=C1 (benzyl 3-hydroxy-4-(4-hydroxyphenyl)piperidine-1-carboxylate), C1(=CC=C(C=C1)S(=O)(=O)O[C@H]1CN(CC1)C(=O)OC(C)(C)C)C (tert-butyl 3(R)-(toluene-4-sulphonyloxy)pyrrolidine-1-carboxylate). Product: C(C)(C)(C)OC(=O)N1C[C@H](CC1)OC1=CC=C(C=C1)C1C(CN(CC1)C(=O)OCC1=CC=CC=C1)O (Benzyl 4-[4-(1-tert-butoxycarbonylpyrrolidin-3(S)-yloxy)phenyl]-3-hydroxypiperidine-1-carboxylate). Reaction SMILES: [OH:1][CH:2]1[CH:7]([C:8]2[CH:13]=[CH:12][C:11]([OH:14])=[CH:10][CH:9]=2)[CH2:6][CH2:5][N:4]([C:15]([O:17][CH2:18][C:19]2[CH:24]=[CH:23][CH:22]=[CH:21][CH:20]=2)=[O:16])[CH2:3]1.C1(C)C=CC(S(O[C@@H:35]2[CH2:39][CH2:38][N:37]([C:40]([O:42][C:43]([CH3:46])([CH3:45])[CH3:44])=[O:41])[CH2:36]2)(=O)=O)=CC=1>>[C:43]([O:42][C:40]([N:37]1[CH2:38][CH2:39][C@H:35]([O:14][C:11]2[CH:10]=[CH:9][C:8]([CH:7]3[CH2:6][CH2:5][N:4]([C:15]([O:17][CH2:18][C:19]4[CH:20]=[CH:21][CH:22]=[CH:23][CH:24]=4)=[O:16])[CH2:3][CH:2]3[OH:1])=[CH:13][CH:12]=2)[CH2:36]1)=[O:41])([CH3:46])([CH3:44])[CH3:45]. Procedure details: Analogously to Method I, 0.665 g of benzyl 3-hydroxy-4-(4-hydroxyphenyl)piperidine-1-carboxylate and 0.822 g of tert-butyl 3(R)-(toluene-4-sulphonyloxy)pyrrolidine-1-carboxylate are reacted. The title compound is obtained as a white foam. Rf=0.14 (1:1 EtOAc-heptane). Rt=4.91. The reactants are OCC1=CC=C(C=C1)N1CCC(CC1)NC(C)=O (N-(1-(4-(hydroxymethyl)phenyl)piperidin-4-yl)acetamide), C[N+]1(CCOCC1)[O-] (NMO). The reagents and catalysts are CCC[N+](CCC)(CCC)CCC.[O-][Ru](=O)(=O)=O (TPAP). Run in C(Cl)Cl (CH2Cl2). Conditions: time 19 hour. The product is C(=O)C1=CC=C(C=C1)N1CCC(CC1)NC(C)=O (N-(1-(4-formylphenyl)piperidin-4-yl)acetamide). Isolated yield 74.3%. Reaction SMILES: [OH:1][CH2:2][C:3]1[CH:8]=[CH:7][C:6]([N:9]2[CH2:14][CH2:13][CH:12]([NH:15][C:16](=[O:18])[CH3:17])[CH2:11][CH2:10]2)=[CH:5][CH:4]=1.C[N+]1([O-])CCOCC1>C(Cl)Cl.CCC[N+](CCC)(CCC)CCC.[O-][Ru](=O)(=O)=O>[CH:2]([C:3]1[CH:4]=[CH:5][C:6]([N:9]2[CH2:14][CH2:13][CH:12]([NH:15][C:16](=[O:18])[CH3:17])[CH2:11][CH2:10]2)=[CH:7][CH:8]=1)=[O:1] |f:3.4|. Procedure details: A mixture of N-(1-(4-(hydroxymethyl)phenyl)piperidin-4-yl)acetamide (0.380 g, 1.53 mmol), TPAP (0.026 g, 0.08 mmol), NMO (0.268 g, 2.30 mmol), and molecular sieves (3 Angstrom, 0.300 g) in CH2Cl2 was stirred at room temperature for 19 hours. The mixture was filtered through Celite, concentrated, and purified by flash chromatography on silica gel, eluting with 100% ethyl acetate to 10% MeOH/ethyl acetate, to afford N-(1-(4-formylphenyl)piperidin-4-yl)acetamide as a white solid (0.280 g, 74%). Reactants: NC(C(O)C1=CC=C(C=C1)F)CC1=CC(=CC=C1)S(=O)(=O)C(F)(F)F ((1RS,2SR)-2-amino-1-(4-fluorophenyl)-3-{3-[(trifluoromethyl)sulfonyl]phenyl}propan-1-ol), C=1(C=CC=C2C1C=CCCC2)C(=O)O (6,7-dihydro-5H-benzo[a]cycloheptene-1-carboxylic acid), Cl.C(C)N=C=NCCCN(C)C (1-ethyl-3-(3-dimethylaminopropyl)carbodiimide hydrochloride), hydrate. The solvent is O (water), C(C)#N (acetonitrile). Reaction conditions: time 8 hour. Yields the product FC1=CC=C(C=C1)C(C(CC1=CC(=CC=C1)S(=O)(=O)C(F)(F)F)NC(=O)C=1C=CC=C2C1C=CCCC2)O (N-((1RS,2SR)-2-(4-fluorophenyl)-2-hydroxy-1-{3-[(trifluoromethyl)sulfonyl]benzyl}ethyl)-6,7-dihydro-5H-benzo[a][7]annulene-1-carboxamide). As a reaction SMILES: [NH2:1][CH:2]([CH2:12][C:13]1[CH:18]=[CH:17][CH:16]=[C:15]([S:19]([C:22]([F:25])([F:24])[F:23])(=[O:21])=[O:20])[CH:14]=1)[CH:3]([C:5]1[CH:10]=[CH:9][C:8]([F:11])=[CH:7][CH:6]=1)[OH:4].[C:26]1([C:37](O)=[O:38])[CH:27]=[CH:28][CH:29]=[C:30]2[CH2:36][CH2:35][CH2:34][CH:33]=[CH:32][C:31]=12.Cl.C(N=C=NCCCN(C)C)C>C(#N)C.O>[F:11][C:8]1[CH:7]=[CH:6][C:5]([CH:3]([OH:4])[CH:2]([NH:1][C:37]([C:26]2[CH:27]=[CH:28][CH:29]=[C:30]3[CH2:36][CH2:35][CH2:34][CH:33]=[CH:32][C:31]=23)=[O:38])[CH2:12][C:13]2[CH:18]=[CH:17][CH:16]=[C:15]([S:19]([C:22]([F:24])([F:25])[F:23])(=[O:21])=[O:20])[CH:14]=2)=[CH:10][CH:9]=1 |f:2.3|. Procedure details: To a solution of (1RS,2SR)-2-amino-1-(4-fluorophenyl)-3-{3-[(trifluoromethyl)sulfonyl]phenyl}propan-1-ol (260 mg, 0.69 mmol) in acetonitrile (20 ml) were added 6,7-dihydro-5H-benzo[a]cycloheptene-1-carboxylic acid (130 mg, 0.69 mmol), 1-ethyl-3-(3-dimethylaminopropyl)carbodiimide hydrochloride (198 mg, 1.03 mmol) and 1-hydroxybenzotriazdle hydrate (105 mg, 0.69 mmol), and the mixture was stirred overnight at room temperature. The reaction solution was diluted with water (100 ml) and extracted wi... Reactants: FC(C=1C=C(CBr)C=CC1)(F)F (3-(trifluoromethyl)benzyl bromide), ClC1=NC=C(C(=N1)Cl)C (2,4dichloro-5-methylpyrimidine). The reagents and catalysts are BrCCBr (1,2-dibromoethane), [Zn] (zinc), C[Si](C)(C)Cl (trimethylsilyl chloride), Cl[Pd]([P](C1=CC=CC=C1)(C2=CC=CC=C2)C3=CC=CC=C3)([P](C4=CC=CC=C4)(C5=CC=CC=C5)C6=CC=CC=C6)Cl (dichlorobis(triphenylphosphine)palladium(II)). Solvent: O1CCCC1 (tetrahydrofuran), O1CCCC1 (tetrahydrofuran). Product: ClC1=NC=C(C(=N1)CC1=CC(=CC=C1)C(F)(F)F)C (2-chloro-5-methyl-4-[[3-(trifluoromethyl)phenyl]methyl]pyrimidine). Yield: 41.9%. Reaction SMILES: [F:1][C:2]([F:12])([F:11])[C:3]1[CH:4]=[C:5]([CH:8]=[CH:9][CH:10]=1)[CH2:6]Br.[Cl:13][C:14]1[N:19]=[C:18](Cl)[C:17]([CH3:21])=[CH:16][N:15]=1>O1CCCC1.BrCCBr.C[Si](Cl)(C)C.[Zn].Cl[Pd](Cl)([P](C1C=CC=CC=1)(C1C=CC=CC=1)C1C=CC=CC=1)[P](C1C=CC=CC=1)(C1C=CC=CC=1)C1C=CC=CC=1>[Cl:13][C:14]1[N:19]=[C:18]([CH2:6][C:5]2[CH:8]=[CH:9][CH:10]=[C:3]([C:2]([F:12])([F:11])[F:1])[CH:4]=2)[C:17]([CH3:21])=[CH:16][N:15]=1 |^1:39,58|. Procedure details: To a suspension of zinc dust (2.5 g, 38 mmol) stirred in 25 mL of tetrahydrofuran were added 2 drops of 1,2-dibromoethane and the mixture was heated to reflux. The suspension was then cooled and 2 drops of trimethylsilyl chloride were added followed by portionwise addition of 3-(trifluoromethyl)benzyl bromide (6.0 g, 25 mmol) with heating. When the reaction temperature reached 55° C., a strong exotherm occurred and the reaction mixture was allowed to heat at reflux. The cooled reaction solution ... Reactants: O=C([O-])[O-], CC1CCc2ncnc(Cl)c21, ClC(Cl)Cl, [Na+], [Na+], [Na+], [Na+], O, O=C(OO)c1cccc(Cl)c1, O=S([O-])[O-]. Yields the product CC1CCc2c1c(Cl)nc[n+]2[O-]. RXN SMILES: [C:29](=[O:30])([O-:31])[O-:32].[Cl:1][c:2]1[c:3]2[c:4]([n:5][cH:6][n:7]1)[CH2:8][CH2:9][CH:10]2[CH3:11].[Cl:35][CH:36]([Cl:37])[Cl:38].[Na+:27].[Na+:28].[Na+:33].[Na+:34].[OH2:39].[OH:12][O:13][C:14]([c:15]1[cH:16][c:17]([Cl:18])[cH:19][cH:20][cH:21]1)=[O:22].[S:23]([O-:24])([O-:25])=[O:26]>>[Cl:1][c:2]1[c:3]2[c:4]([n+:5]([O-:12])[cH:6][n:7]1)[CH2:8][CH2:9][CH:10]2[CH3:11]. Reactants: C(C1=CC=CC=C1)OC[C@H]1C[C@@H]2[C@@](N=C(S[C@@H]2C)NC(C2=CC=CC=C2)=O)(CO1)C1=C(C=C(C=C1)F)F (N-[(4R,4aR,6R,8aS)-6-[(benzyloxy)methyl]-8a-(2,4-difluorophenyl)-4-methyl-4,4a,5,6,8,8a-hexahydropyrano[3,4-d][1,3]thiazin-2-yl]benzamide), FC1=C(C=CC(=C1)F)[C@@]12N=C(SC[C@@H]1C[C@@H](OC2)CO)NC(C2=CC=CC=C2)=O (N-[(4aR,6R,8aS)-8a-(2,4-difluorophenyl)-6-(hydroxymethyl)-4,4a, 5,6,8,8a-hexahydropyrano[3,4-d][1,3]thiazin-2-yl]benzamide). The product is FC1=C(C=CC(=C1)F)[C@@]12N=C(S[C@@H]([C@@H]1C[C@@H](OC2)CO)C)NC(C2=CC=CC=C2)=O (N-[(4R,4aR,6R,8aS)-8a-(2,4-difluorophenyl)-6-(hydroxymethyl)-4-methyl-4,4a,5,6,8,8a-hexahydropyrano[3,4-d][1,3]thiazin-2-yl]benzamide). RXN SMILES: C([O:8][CH2:9][C@@H:10]1[O:29][CH2:28][C@:13]2([C:30]3[CH:35]=[CH:34][C:33]([F:36])=[CH:32][C:31]=3[F:37])[N:14]=[C:15]([NH:19][C:20](=[O:27])[C:21]3[CH:26]=[CH:25][CH:24]=[CH:23][CH:22]=3)[S:16][C@H:17]([CH3:18])[C@@H:12]2[CH2:11]1)C1C=CC=CC=1.FC1C=C(F)C=CC=1[C@]12CO[C@@H](CO)C[C@H]1CSC(NC(=O)C1C=CC=CC=1)=N2>>[F:37][C:31]1[CH:32]=[C:33]([F:36])[CH:34]=[CH:35][C:30]=1[C@:13]12[CH2:28][O:29][C@@H:10]([CH2:9][OH:8])[CH2:11][C@H:12]1[C@@H:17]([CH3:18])[S:16][C:15]([NH:19][C:20](=[O:27])[C:21]1[CH:22]=[CH:23][CH:24]=[CH:25][CH:26]=1)=[N:14]2. Reported procedure: The product was prepared from N-[(4R,4aR,6R,8aS)-6-[(benzyloxy)methyl]-8a-(2,4-difluorophenyl)-4-methyl-4,4a,5,6,8,8a-hexahydropyrano[3,4-d][1,3]thiazin-2-yl]benzamide (C21) according to the general procedure for the synthesis of N-[(4aR,6R,8aS)-8a-(2,4-difluorophenyl)-6-(hydroxymethyl)-4,4a, 5,6,8,8a-hexahydropyrano[3,4-d][1,3]thiazin-2-yl]benzamide (P1) in Preparation P1. In this case, the combined crude product from two similar reactions was triturated with dichloromethane rather than being p...